This data is from the Open Reaction Database (ORD), a public repository of structured organic reaction records. The task is: describe an organic reaction: reactants, conditions, products, and yield Starting materials: COc1cc(C=O)ccc1-n1cnc(C)c1, CCOP(=O)(OCC)C1CCC2CCC(c3cc(F)ccc3F)N2C1=O, [Li+], C1CCOC1, [OH-], O. Product: COc1cc(C=C2CCC3CCC(c4cc(F)ccc4F)N3C2=O)ccc1-n1cnc(C)c1. As a reaction SMILES: [CH3:3][O:4][c:5]1[cH:6][c:7]([CH:8]=[O:9])[cH:10][cH:11][c:12]1-[n:13]1[cH:14][n:15][c:16]([CH3:18])[cH:17]1.[F:19][c:20]1[c:21]([CH:27]2[CH2:28][CH2:29][CH:30]3[CH2:31][CH2:32][CH:33]([P:37](=[O:38])([O:39][CH2:40][CH3:41])[O:42][CH2:43][CH3:44])[C:34](=[O:36])[N:35]23)[cH:22][c:23]([F:26])[cH:24][cH:25]1.[Li+:1].[O:46]1[CH2:47][CH2:48][CH2:49][CH2:50]1.[OH-:2].[OH2:45]>>[CH3:3][O:4][c:5]1[cH:6][c:7]([CH:8]=[C:33]2[CH2:32][CH2:31][CH:30]3[CH2:29][CH2:28][CH:27]([c:21]4[c:20]([F:19])[cH:25][cH:24][c:23]([F:26])[cH:22]4)[N:35]3[C:34]2=[O:36])[cH:10][cH:11][c:12]1-[n:13]1[cH:14][n:15][c:16]([CH3:18])[cH:17]1.